The task is: describe an organic reaction: reactants, conditions, products, and yield. This data is from the Open Reaction Database (ORD), a public repository of structured organic reaction records. Isolated yield 85.3%. Procedure: A mixture of Example 2C (650 mg, 2 mmol), 1-iodobutane (920 mg, 5 mmol), potassium carbonate (653 mg, 4 mmol), tetrabutylammonium iodide (20 mg, 0.05 mmol), tetrabutylammonium hydrogensulfate (20 mg, 0.06 mmol) and tetraethylammonium iodide (20 mg, 0.07 mmol) in anhydrous toluene (60 mL) was refluxed for 15 h. The mixture was then washed with water, brine, dried with anhydrous MgSO4, filtered, and concentrated under reduced pressure. The residue was chromatographed over silica gel (EtOAc-Hexane ... The reactants are C(C)(C)(C)C1=CN=C(S1)NC(C1=C(C=CC(=C1)Cl)OC)=O (N-(5-tert-butylthiazol-2-yl)-5-chloro-2-methoxybenzamide), ICCCC (1-iodobutane), C([O-])([O-])=O.[K+].[K+] (potassium carbonate). The solvent is C1(=CC=CC=C1)C (toluene). Reagents/catalysts: [I-].C(CCC)[N+](CCCC)(CCCC)CCCC (tetrabutylammonium iodide), S(=O)(=O)(O)[O-].C(CCC)[N+](CCCC)(CCCC)CCCC (tetrabutylammonium hydrogensulfate), [I-].C(C)[N+](CC)(CC)CC (tetraethylammonium iodide). Yields the product C(CCC)N1/C(/SC(=C1)C(C)(C)C)=N/C(C1=C(C=CC(=C1)Cl)OC)=O (N-[(2Z)-3-butyl-5-tert-butyl-1,3-thiazol-2(3H)-ylidene]-5-chloro-2-methoxybenzamide). As a reaction SMILES: [C:1]([C:5]1[S:9][C:8]([NH:10][C:11](=[O:21])[C:12]2[CH:17]=[C:16]([Cl:18])[CH:15]=[CH:14][C:13]=2[O:19][CH3:20])=[N:7][CH:6]=1)([CH3:4])([CH3:3])[CH3:2].I[CH2:23][CH2:24][CH2:25][CH3:26].C(=O)([O-])[O-].[K+].[K+]>[I-].C([N+](CCCC)(CCCC)CCCC)CCC.S([O-])(O)(=O)=O.C([N+](CCCC)(CCCC)CCCC)CCC.[I-].C([N+](CC)(CC)CC)C.C1(C)C=CC=CC=1>[CH2:23]([N:7]1[CH:6]=[C:5]([C:1]([CH3:4])([CH3:2])[CH3:3])[S:9]/[C:8]/1=[N:10]\[C:11](=[O:21])[C:12]1[CH:17]=[C:16]([Cl:18])[CH:15]=[CH:14][C:13]=1[O:19][CH3:20])[CH2:24][CH2:25][CH3:26] |f:2.3.4,5.6,7.8,9.10|. The reactants are ClC1=NC2=CC=CC=C2C=C1 (2-chloroquinoline), O1CCOC12CCNCC2 (1,4-dioxa-8-azaspiro[4.5]decane), C(=O)([O-])[O-].[K+].[K+] (K2CO3), CN(C=O)C (dimethylformamide). Run in CCOCC (ether), O (water). Run at time 4 day. Yields the product N1=C(C=CC2=CC=CC=C12)N1CCC2(OCCO2)CC1 (8-(2-Quinolinyl)-1,4-dioxa-8-azaspiro[4.5]decane). Yield: 21.8%. Reaction SMILES: Cl[C:2]1[CH:11]=[CH:10][C:9]2[C:4](=[CH:5][CH:6]=[CH:7][CH:8]=2)[N:3]=1.[O:12]1[C:16]2([CH2:21][CH2:20][NH:19][CH2:18][CH2:17]2)[O:15][CH2:14][CH2:13]1.C([O-])([O-])=O.[K+].[K+].CN(C)C=O>O.CCOCC>[N:3]1[C:4]2[C:9](=[CH:8][CH:7]=[CH:6][CH:5]=2)[CH:10]=[CH:11][C:2]=1[N:19]1[CH2:20][CH2:21][C:16]2([O:15][CH2:14][CH2:13][O:12]2)[CH2:17][CH2:18]1 |f:2.3.4|. Procedure: A mixture of 10 g (0.0613) of 2-chloroquinoline, 27 g (0.1886 mol) of 1,4-dioxa-8-azaspiro[4.5]decane, 13 g (0.0941) of K2CO3, and 75 ml of dimethylformamide is stirred at 100°-110° C. for 4 days. The reaction mixture is allowed to cool to ambient temperature, diluted with water and extracted with ethyl acetate. The combined organic extracts are washed copiously with water, then brine, dried over Na2SO4, and concentrated in vacuo to give a waxy solid. Trituration with ether furnishes 3.6 g (22%)... Reactants: Cl.CN(C)CC(=O)N1CC(C2=CC=CC=C12)C1=CC=CC=C1 (N-dimethylaminoacetyl-3-phenylindoline hydrochloride), Cl (hydrochloric acid), Cl.CN(C)CC(=O)N1CC(C2=CC=CC=C12)C1=CC=CC=C1 (N-dimethylaminoacetyl-3-phenylindoline hydrochloride). The product is CN(C)CC(=O)N1CC(C2=CC=CC=C12)C1=CC=CC=C1 (N-dimethylaminoacetyl-3-phenylindoline). RXN SMILES: Cl.[CH3:2][N:3]([CH2:5][C:6]([N:8]1[C:16]2[C:11](=[CH:12][CH:13]=[CH:14][CH:15]=2)[CH:10]([C:17]2[CH:22]=[CH:21][CH:20]=[CH:19][CH:18]=2)[CH2:9]1)=[O:7])[CH3:4].Cl>>[CH3:4][N:3]([CH2:5][C:6]([N:8]1[C:16]2[C:11](=[CH:12][CH:13]=[CH:14][CH:15]=2)[CH:10]([C:17]2[CH:22]=[CH:21][CH:20]=[CH:19][CH:18]=2)[CH2:9]1)=[O:7])[CH3:2] |f:0.1|. Reported procedure: 2.0 G of N-chloroacetyl-3-phenylindoline was added to a saturated solution of dimethylamine in 50 ml of dry benzene. The mixture was stirred for one hour, the dimethylamine hydrochloride filtered off and the filtrate evaporated to dryness leaving 2.1 g of a white crystalline residue m.p. 101°-103° C. This residue was converted into N-dimethylaminoacetyl-3-phenylindoline hydrochloride by treatment with methanolic hydrochloric acid in the usual manner. The N-dimethylaminoacetyl-3-phenylindoline hy...